This data is from the Open Reaction Database (ORD), a public repository of structured organic reaction records. The task is: describe an organic reaction: reactants, conditions, products, and yield The reactants are c1cc(OCC2CO2)ccc1CCOCC1CC1, Cc1cc(C2=NNC(=O)CC2)ccc1OCCN. The product is Cc1cc(C2=NNC(=O)CC2)ccc1OCCNCC(O)COc1ccc(CCOCC2CC2)cc1. As a reaction SMILES: [CH:1]1([CH2:4][O:5][CH2:6][CH2:7][c:8]2[cH:9][cH:10][c:11]([O:12][CH2:13][CH:14]3[CH2:15][O:16]3)[cH:17][cH:18]2)[CH2:2][CH2:3]1.[NH2:19][CH2:20][CH2:21][O:22][c:23]1[c:24]([CH3:36])[cH:25][c:26]([C:29]2=[N:34][NH:33][C:32](=[O:35])[CH2:31][CH2:30]2)[cH:27][cH:28]1>>[CH:1]1([CH2:4][O:5][CH2:6][CH2:7][c:8]2[cH:9][cH:10][c:11]([O:12][CH2:13][CH:14]([CH2:15][NH:19][CH2:20][CH2:21][O:22][c:23]3[c:24]([CH3:36])[cH:25][c:26]([C:29]4=[N:34][NH:33][C:32](=[O:35])[CH2:31][CH2:30]4)[cH:27][cH:28]3)[OH:16])[cH:17][cH:18]2)[CH2:2][CH2:3]1. Reactants: NC(=O)c1cccc2[nH]c(C3Cc4ccccc4N3C(=O)OCc3ccccc3)nc12, CCOC(C)=O. Product: NC(=O)c1cccc2[nH]c(C3Cc4ccccc4N3)nc12. Reaction SMILES: [C:1]([NH2:2])(=[O:3])[c:4]1[cH:5][cH:6][cH:7][c:8]2[nH:9][c:10]([CH:13]3[N:14]([C:22]([O:23][CH2:24][c:25]4[cH:26][cH:27][cH:28][cH:29][cH:30]4)=[O:31])[c:15]4[cH:16][cH:17][cH:18][cH:19][c:20]4[CH2:21]3)[n:11][c:12]12.[CH3:32][CH2:33][O:34][C:35](=[O:36])[CH3:37]>>[C:1]([NH2:2])(=[O:3])[c:4]1[cH:5][cH:6][cH:7][c:8]2[nH:9][c:10]([CH:13]3[NH:14][c:15]4[cH:16][cH:17][cH:18][cH:19][c:20]4[CH2:21]3)[n:11][c:12]12. The reactants are ClC1=C(C(=O)N[C@@H]2[C@H](CCC2)NC2=NC=C(C=C2)C(F)(F)F)C=CC=C1 (2-Chloro-N-[(1S,2S)-2-{[5-(trifluoromethyl)pyridin-2-yl]amino}cyclopentyl]benzamide), ClC1=NC=C(C=N1)C(F)(F)F (2-chloro-5-(trifluoromethyl)pyrimidine), Cl.N[C@@H]1[C@H](CCC1)NC(C1=C(C=CC=C1)Cl)=O (N-[(1S,2S)-2-aminocyclopentyl]-2-chlorobenzamide hydrochloride), Cl.N[C@@H]1[C@H](CCC1)NC(C1=C(C=CC=C1)Cl)=O (N-[(1S,2S)-2-aminocyclopentyl]-2-chlorobenzamide hydrochloride). The product is ClC1=C(C(=O)N[C@@H]2[C@H](CCC2)NC2=NC=C(C=N2)C(F)(F)F)C=CC=C1 (2-Chloro-N-[(1S,2S)-2-{[5-(trifluoromethyl)pyrimidin-2-yl]amino}cyclopentyl]benzamide). As a reaction SMILES: [Cl:1][C:2]1[CH:26]=[CH:25][CH:24]=[CH:23][C:3]=1[C:4]([NH:6][C@H:7]1[CH2:11][CH2:10][CH2:9][C@@H:8]1[NH:12][C:13]1C=[CH:17][C:16]([C:19]([F:22])([F:21])[F:20])=[CH:15][N:14]=1)=[O:5].Cl.[NH2:28][C@H]1CCC[C@@H]1NC(=O)C1C=CC=CC=1Cl.ClC1N=CC(C(F)(F)F)=CN=1>>[Cl:1][C:2]1[CH:26]=[CH:25][CH:24]=[CH:23][C:3]=1[C:4]([NH:6][C@H:7]1[CH2:11][CH2:10][CH2:9][C@@H:8]1[NH:12][C:13]1[N:28]=[CH:17][C:16]([C:19]([F:21])([F:20])[F:22])=[CH:15][N:14]=1)=[O:5] |f:1.2|. Reported procedure: Prepared according to the procedure for 2-chloro-N-[(1S,2S)-2-{[5-(trifluoromethyl)pyridin-2-yl]amino}cyclopentyl]benzamide (Example 69) from N-[(1S,2S)-2-aminocyclopentyl]-2-chlorobenzamide hydrochloride (Intermediate 19; 100 mg, 0.363 mmol) and 2-chloro-5-(trifluoromethyl)pyrimidine (CAS number 69034-12-4; 80 mg, 0.436 mmol) to afford the title compound. Procedure details: To 4.8 mmol 2-hydroxy-5-sulfamoyl-benzoic acid methyl ester, 5.2 mmol 4-methoxybenzyl alcohol and 5.2 mmol triphenylphosphine in 8 ml THF was added 5.2 mmol di-tert-butyl azodicarboxylate, and the mixture was stirred at RT for 2 h. The mixture was then concentrated in vacuo. The residue was chromatographed on silica gel (eluant: ethyl acetate/heptane gradient) to afford the title compound. MS (m/e): 350.2 ([M−H]−, 100%) Reaction SMILES: [CH3:1][O:2][C:3](=[O:15])[C:4]1[CH:9]=[C:8]([S:10](=[O:13])(=[O:12])[NH2:11])[CH:7]=[CH:6][C:5]=1[OH:14].[CH3:16][O:17][C:18]1[CH:25]=[CH:24][C:21]([CH2:22]O)=[CH:20][CH:19]=1.C1(P(C2C=CC=CC=2)C2C=CC=CC=2)C=CC=CC=1.N(C(OC(C)(C)C)=O)=NC(OC(C)(C)C)=O>C1COCC1>[CH3:1][O:2][C:3](=[O:15])[C:4]1[CH:9]=[C:8]([S:10](=[O:13])(=[O:12])[NH2:11])[CH:7]=[CH:6][C:5]=1[O:14][CH2:22][C:21]1[CH:24]=[CH:25][C:18]([O:17][CH3:16])=[CH:19][CH:20]=1. Product: COC(C1=C(C=CC(=C1)S(N)(=O)=O)OCC1=CC=C(C=C1)OC)=O (2-(4-Methoxy-benzyloxy)-5-sulfamoyl-benzoic acid methyl ester). Conditions: time 2 hour. The solvent is C1CCOC1 (THF). Reactants: COC(C1=C(C=CC(=C1)S(N)(=O)=O)O)=O (2-hydroxy-5-sulfamoyl-benzoic acid methyl ester), COC1=CC=C(CO)C=C1 (4-methoxybenzyl alcohol), C1(=CC=CC=C1)P(C1=CC=CC=C1)C1=CC=CC=C1 (triphenylphosphine), N(=NC(=O)OC(C)(C)C)C(=O)OC(C)(C)C (di-tert-butyl azodicarboxylate). Reactants: N1(C=NC=C1)C(C1=CC2=C(NC(=N2)C(O)C2=CC=CC=C2)C=C1)C1=CC=CC=C1 (5-[(1H-imidazol-1-yl)phenylmethyl]-α-phenyl-1H-benzimidazole-2-methanol), [Cr](=O)(=O)([O-])O[Cr](=O)(=O)[O-].[K+].[K+] (potassium dichromate), C(C)(=O)O (acetic acid), [OH-].[NH4+] (ammonium hydroxide). Solvent: O (Water). Conditions: time 45 minute. Yields the product N1(C=NC=C1)C(C1=CC2=C(NC(=N2)C(=O)C2=CC=CC=C2)C=C1)C1=CC=CC=C1 ([5-[(1H-imidazol-1-yl)phenylmethyl]-1H-benzimidazol-2-yl] phenylmethanone). Isolated yield 54.0%. As a reaction SMILES: [N:1]1([CH:6]([C:24]2[CH:29]=[CH:28][CH:27]=[CH:26][CH:25]=2)[C:7]2[CH:23]=[CH:22][C:10]3[NH:11][C:12]([CH:14]([C:16]4[CH:21]=[CH:20][CH:19]=[CH:18][CH:17]=4)[OH:15])=[N:13][C:9]=3[CH:8]=2)[CH:5]=[CH:4][N:3]=[CH:2]1.[Cr](O[Cr]([O-])(=O)=O)([O-])(=O)=O.[K+].[K+].C(O)(=O)C.[OH-].[NH4+]>O>[N:1]1([CH:6]([C:24]2[CH:29]=[CH:28][CH:27]=[CH:26][CH:25]=2)[C:7]2[CH:23]=[CH:22][C:10]3[NH:11][C:12]([C:14]([C:16]4[CH:21]=[CH:20][CH:19]=[CH:18][CH:17]=4)=[O:15])=[N:13][C:9]=3[CH:8]=2)[CH:5]=[CH:4][N:3]=[CH:2]1 |f:1.2.3,5.6|. Procedure: A mixture of 1.5 parts of 5-[(1H-imidazol-1-yl)phenylmethyl]-α-phenyl-1H-benzimidazole-2-methanol, 1.4 parts of potassium dichromate and 25 parts of acetic acid was stirred for 45 minutes at room temperature. Water was added to the mixture and the whole was made alkaline with concentrated ammonium hydroxide. The product was extracted with a mixture of trichloromethane and methanol (95:5 by volume). The extract was dried, filtered and evaporated. The residue was purified twice by column chromatog... The reactants are solution, Cl (hydrochloric acid), FC=1C=C(C=CC1C)C=1C=C(C(N(N1)CC(C)C)=O)CN1CCN(CC1)C (6-(3-fluoro-4-methylphenyl)-2-isobutyl-4-(4-methyl-1-piperazinyl)methyl-2H-pyridazin-3-one). Solvent: C(C)(=O)OCC (ethyl acetate), CO (methanol). The product is Cl.Cl.FC=1C=C(C=CC1C)C=1C=C(C(N(N1)CC(C)C)=O)CN1CCN(CC1)C (6-(3-fluoro-4-methylphenyl)-2-isobutyl-4-(4-methyl-1-piperazinyl)methyl-2H-pyridazin-3-one dihydrochloride). Isolated yield 63.7%. Reaction SMILES: [F:1][C:2]1[CH:3]=[C:4]([C:9]2[CH:10]=[C:11]([CH2:20][N:21]3[CH2:26][CH2:25][N:24]([CH3:27])[CH2:23][CH2:22]3)[C:12](=[O:19])[N:13]([CH2:15][CH:16]([CH3:18])[CH3:17])[N:14]=2)[CH:5]=[CH:6][C:7]=1[CH3:8].[ClH:28]>CO.C(OCC)(=O)C>[ClH:28].[ClH:28].[F:1][C:2]1[CH:3]=[C:4]([C:9]2[CH:10]=[C:11]([CH2:20][N:21]3[CH2:26][CH2:25][N:24]([CH3:27])[CH2:23][CH2:22]3)[C:12](=[O:19])[N:13]([CH2:15][CH:16]([CH3:17])[CH3:18])[N:14]=2)[CH:5]=[CH:6][C:7]=1[CH3:8] |f:4.5.6|. Reported procedure: To a solution of 6-(3-fluoro-4-methylphenyl)-2-isobutyl-4-(4-methyl-1-piperazinyl)methyl-2H-pyridazin-3-one (94.4 mg, 0.25 mmol) in methanol (1 mL) was added dropwise at room temperature under stirring a 4 mol/L solution (0.15 mL) of hydrochloric acid in ethyl acetate. The solvent was distilled off under reduced pressure. The residue was recrystallized from methanol-diethyl ether to yield the title compound as a colorless crystalline powder (71.9 mg, 63.7%).